Dataset: the Open Reaction Database (ORD), a public repository of structured organic reaction records. Task: describe an organic reaction: reactants, conditions, products, and yield Reactants: OC1=C(C=C(C2=CC=CC=C12)NS(=O)(=O)C=1SC=CC1)SC1=NN=NN1C (N-(4-hydroxy-3-(1-methyl-1H-tetrazol-5-ylthio)naphthalen-1-yl)thiophene-2-sulfonamide), CN1N=NN=C1SC1=C/C(/C2=CC=CC=C2C1=O)=N\S(=O)(=O)C1=CC=C(C=C1)C1=CC=CC=C1 ((E)-N-(3-(1-methyl-1H-tetrazol-5-ylthio)-4-oxonaphthalen-1(4H)-ylidene)biphenyl-4-sulfonamide). Product: OC1=C(C=C(C2=CC=CC=C12)NS(=O)(=O)C1=CC=C(C=C1)C1=CC=CC=C1)SC1=NN=NN1C (N-(4-hydroxy-3-(1-methyl-1H-tetrazol-5-ylthio)naphthalen-1-yl)biphenyl-4-sulfonamide), CN1N=NN=C1SC1=C/C(/C2=CC=CC=C2C1=O)=N\S(=O)(=O)C1=CC=C(C=C1)C1=CC=CC=C1 ((E)-N-(3-(1-methyl-1H-tetrazol-5-ylthio)-4-oxonaphthalen-1(4H)-ylidene)biphenyl-4-sulfonamide). The yield is 82.3%. As a reaction SMILES: OC1C2C(=CC=CC=2)C(NS(C2SC=CC=2)(=O)=O)=CC=1SC1N(C)N=NN=1.[CH3:28][N:29]1[C:33]([S:34][C:35]2[C:44](=[O:45])[C:43]3[C:38](=[CH:39][CH:40]=[CH:41][CH:42]=3)/[C:37](=[N:46]/[S:47]([C:50]3[CH:55]=[CH:54][C:53]([C:56]4[CH:61]=[CH:60][CH:59]=[CH:58][CH:57]=4)=[CH:52][CH:51]=3)(=[O:49])=[O:48])/[CH:36]=2)=[N:32][N:31]=[N:30]1>>[OH:45][C:44]1[C:43]2[C:38](=[CH:39][CH:40]=[CH:41][CH:42]=2)[C:37]([NH:46][S:47]([C:50]2[CH:51]=[CH:52][C:53]([C:56]3[CH:61]=[CH:60][CH:59]=[CH:58][CH:57]=3)=[CH:54][CH:55]=2)(=[O:49])=[O:48])=[CH:36][C:35]=1[S:34][C:33]1[N:29]([CH3:28])[N:30]=[N:31][N:32]=1.[CH3:28][N:29]1[C:33]([S:34][C:35]2[C:44](=[O:45])[C:43]3[C:38](=[CH:39][CH:40]=[CH:41][CH:42]=3)/[C:37](=[N:46]/[S:47]([C:50]3[CH:55]=[CH:54][C:53]([C:56]4[CH:61]=[CH:60][CH:59]=[CH:58][CH:57]=4)=[CH:52][CH:51]=3)(=[O:48])=[O:49])/[CH:36]=2)=[N:32][N:31]=[N:30]1. Procedure details: N-(4-hydroxy-3-(1-methyl-1H-tetrazol-5-ylthio)naphthalen-1-yl)biphenyl-4-sulfonamide (14x) was prepared according to the procedure for 14d except using 13x, which afforded the title compound 33.0 mg (82.3%) as an off-white solid. Reactants: CC1=CC(=C(C(=C1CC(=O)OC)C(C)(C)C)O)C(C)(C)C (methyl 6-methyl-2,4-di-t-butyl-3-hydroxyphenylacetate), S(O)(O)(=O)=O (sulfuric acid), C([O-])([O-])=O.[Na+].[Na+] (sodium carbonate). The solvent is C1(=CC=CC=C1)C (toluene). Yields the product CC1=C(C=C(C(=C1)C(C)(C)C)O)CC(=O)OC (methyl 2-methyl-4-t-butyl-5-hydroxyphenylacetate). Yield: 97.9%. Reaction SMILES: [CH3:1][C:2]1[C:7]([CH2:8][C:9]([O:11][CH3:12])=[O:10])=[C:6](C(C)(C)C)[C:5]([OH:17])=[C:4]([C:18]([CH3:21])([CH3:20])[CH3:19])[CH:3]=1.S(=O)(=O)(O)O.C(=O)([O-])[O-].[Na+].[Na+]>C1(C)C=CC=CC=1>[CH3:1][C:2]1[CH:3]=[C:4]([C:18]([CH3:21])([CH3:19])[CH3:20])[C:5]([OH:17])=[CH:6][C:7]=1[CH2:8][C:9]([O:11][CH3:12])=[O:10] |f:2.3.4|. Procedure: Into a 1-liter four-necked flask, were charged 58.4 g of methyl 6-methyl-2,4-di-t-butyl-3-hydroxyphenylacetate, 400 ml of toluene, and 6 ml of concentrated sulfuric acid. The mixture was heated under reflux for about 5 hours under a nitrogen stream. After completion of the reaction, the reaction mixture was neutralized with an aqueous sodium carbonate solution, washed with water, dehydrated, and freed from the solvent under reduced pressure to obtain 46.2 g (98% yield) of pale yellow methyl 2-me... Starting materials: OCCN(C1=CC(=C(C#N)C=C1)C(F)(F)F)CC(F)(F)F (4-[(2-hydroxyethyl)(2,2,2-trifluoroethyl)amino]-2-(trifluoromethyl)benzonitrile), OC1=CC=C(C=C1)CCC(C)=O (4-(4-hydroxyphenyl)-2-butanone). Product: O=C(CCC1=CC=C(C=C1)OCCN(C1=CC(=C(C#N)C=C1)C(F)(F)F)CC(F)(F)F)C (4-[(2-{[4-(3-Oxobutyl)phenyl]oxy}ethyl)(2,2,2-trifluoroethyl)amino]-2-(trifluoromethyl)benzonitrile). As a reaction SMILES: [OH:1][CH2:2][CH2:3][N:4]([CH2:17][C:18]([F:21])([F:20])[F:19])[C:5]1[CH:12]=[CH:11][C:8]([C:9]#[N:10])=[C:7]([C:13]([F:16])([F:15])[F:14])[CH:6]=1.O[C:23]1[CH:28]=[CH:27][C:26]([CH2:29][CH2:30][C:31](=[O:33])[CH3:32])=[CH:25][CH:24]=1>>[O:33]=[C:31]([CH3:32])[CH2:30][CH2:29][C:26]1[CH:27]=[CH:28][C:23]([O:1][CH2:2][CH2:3][N:4]([CH2:17][C:18]([F:19])([F:20])[F:21])[C:5]2[CH:12]=[CH:11][C:8]([C:9]#[N:10])=[C:7]([C:13]([F:15])([F:16])[F:14])[CH:6]=2)=[CH:24][CH:25]=1. Procedure: Synthesized as described in Example 1C using 4-[(2-hydroxyethyl)(2,2,2-trifluoroethyl)amino]-2-(trifluoromethyl)benzonitrile and 4-(4-hydroxyphenyl)-2-butanone: MS (APCI) m/z 459 (M+1). Reactants: N([C@@H](CC1=CC=CC=C1)C(=O)N[C@@H]([C@H](O)C)C(=O)N[C@@H](CO)C(=O)OC)C(=O)OC(C)(C)C (BOC-Phe-Thr-Ser-OMe), FC(C(=O)O)(F)F (trifluoroacetic acid). Reaction conditions: temperature 25 celsius. The product is N[C@@H](CC1=CC=CC=C1)C(=O)N[C@@H]([C@H](O)C)C(=O)N[C@@H](CO)C(=O)OC.FC(F)(F)C(=O)O (Phe-Thr-Ser-OMe.TFA). Reaction SMILES: [NH:1](C(OC(C)(C)C)=O)[C@H:2]([C:10]([NH:12][C@H:13]([C:17]([NH:19][C@H:20]([C:23]([O:25][CH3:26])=[O:24])[CH2:21][OH:22])=[O:18])[C@@H:14]([CH3:16])[OH:15])=[O:11])[CH2:3][C:4]1[CH:9]=[CH:8][CH:7]=[CH:6][CH:5]=1.[F:34][C:35]([F:40])([F:39])[C:36]([OH:38])=[O:37]>>[NH2:1][C@H:2]([C:10]([NH:12][C@H:13]([C:17]([NH:19][C@H:20]([C:23]([O:25][CH3:26])=[O:24])[CH2:21][OH:22])=[O:18])[C@@H:14]([CH3:16])[OH:15])=[O:11])[CH2:3][C:4]1[CH:5]=[CH:6][CH:7]=[CH:8][CH:9]=1.[F:34][C:35]([C:36]([OH:38])=[O:37])([F:40])[F:39] |f:2.3|. Procedure details: BOC-Phe-Thr-Ser-OMe, 6.63 g., is suspended in 67 ml. of trifluoroacetic acid. The mixture is stirred at 25° C. until solution is complete. The solution is cooled to 0° C. and the product precipitated by the addition of 300 ml. of ether and 600 ml. of petroleum ether. The product is filtered, washed with ether:petroleum ether and dried in vacuo. The yield of substantially pure Phe-Thr-Ser-OMe.TFA is 6.4 g.